This data is from the Open Reaction Database (ORD), a public repository of structured organic reaction records. The task is: describe an organic reaction: reactants, conditions, products, and yield The reactants are BrCCCCN1C(SC(C1=O)(C)C)C (3-(4-bromobutyl)-2,5,5-trimethyl-4-thiazolidinone), ClC=1C=CC2=C(SC=C2N2CCNCC2)C1 (6-chloro-3-piperazinylbenzo[b]thiophene), C(=O)([O-])[O-].[K+].[K+] (K2CO3), [Na+].[I-] (NaI). Solvent: C(C)#N (acetonitrile). Conditions: temperature 90 celsius. Yields the product Cl.ClC=1C=CC2=C(SC=C2N2CCN(CC2)CCCCN2C(SC(C2=O)(C)C)C)C1 (3-(4-(1-(6-Chlorobenzo[b]thiophen-3-yl)-4-piperazinyl)butyl)-2,5,5-trimethyl-4-thiazolidinone hydrochloride). The yield is 43.0%. As a reaction SMILES: Br[CH2:2][CH2:3][CH2:4][CH2:5][N:6]1[C:10](=[O:11])[C:9]([CH3:13])([CH3:12])[S:8][CH:7]1[CH3:14].[Cl:15][C:16]1[CH:17]=[CH:18][C:19]2[C:23]([N:24]3[CH2:29][CH2:28][NH:27][CH2:26][CH2:25]3)=[CH:22][S:21][C:20]=2[CH:30]=1.C([O-])([O-])=O.[K+].[K+].[Na+].[I-]>C(#N)C>[ClH:15].[Cl:15][C:16]1[CH:17]=[CH:18][C:19]2[C:23]([N:24]3[CH2:25][CH2:26][N:27]([CH2:2][CH2:3][CH2:4][CH2:5][N:6]4[C:10](=[O:11])[C:9]([CH3:13])([CH3:12])[S:8][CH:7]4[CH3:14])[CH2:28][CH2:29]3)=[CH:22][S:21][C:20]=2[CH:30]=1 |f:2.3.4,5.6,8.9|. Procedure: A mixture of 3-(4-bromobutyl)-2,5,5-trimethyl-4-thiazolidinone (5.00 g), 6-chloro-3-piperazinylbenzo[b]thiophene (5.41 g), K2CO3 (8.63 g) and NaI (400 mg) in acetonitrile (200 ml) was heated at 90° C. for 16.5 hours and the product was processed in substantially the same manner as in Example 10 to afford 2.25 g of powder, m.p. 199°-202° C. Reactants: FC=1C=C(C(CBr)=O)C=C(C1)F (3,5-difluorophenacyl bromide), C([O-])(O)=O.[Na+] (sodium bicarbonate), SC(C(=O)O)(C)C (2-mercaptoisobutyric acid). Run in C1CCOC1 (THF), O (water), C(C)OCC (diethyl ether), Cl (HCl). Run at time 1 hour. Yields the product FC=1C=C(C=C(C1)F)C(CSC(C(=O)O)(C)C)=O (2-{[2-(3,5-Difluorophenyl)-2-oxoethyl]thio}-2-methylpropanoic acid). RXN SMILES: [F:1][C:2]1[CH:3]=[C:4]([CH:9]=[C:10]([F:12])[CH:11]=1)[C:5](=[O:8])[CH2:6]Br.C(=O)(O)[O-].[Na+].[SH:18][C:19]([CH3:24])([CH3:23])[C:20]([OH:22])=[O:21]>C1COCC1.O.C(OCC)C.Cl>[F:1][C:2]1[CH:3]=[C:4]([C:5](=[O:8])[CH2:6][S:18][C:19]([CH3:24])([CH3:23])[C:20]([OH:22])=[O:21])[CH:9]=[C:10]([F:12])[CH:11]=1 |f:1.2|. Procedure: To a solution of 3,5-difluorophenacyl bromide (845 mg, 3.60 mmol) in THF (12 mL) and water (12 mL) was added sodium bicarbonate (317 mg, 3.78 mmol) and 2-mercaptoisobutyric acid (432 mg, 3.60 mmol). The reaction mixture was allowed to stir at ambient temperature for 1.0 h under a stream of nitrogen. The reaction mixture was diluted with diethyl ether (50 mL) and 1 M HCl (15 mL). The organic layer was then washed with 20 mL saturated brine. The organics were then dried over sodium sulfate, filter... The reactants are C(CCC)OC(=O)C1=C(C2=C(S1)C=CC(=C2)O)OC(C(C)(C)C)=O (2-butoxycarbonyl-5-hydroxy-3-pivaloyloxybenzo[b]thiophene), C(C)OC(CBr)=O (bromoacetic acid ethyl ester), C(=O)([O-])[O-].[K+].[K+] (K2CO3). Run in CC(=O)C (acetone). Product: C(CCC)OC(=O)C1=C(C2=C(S1)C=CC(=C2)OCC(=O)OCC)OC(C(C)(C)C)=O (2-butoxycarbonyl-5-ethoxycarbonylmethoxy-3-pivaloyloxybenzo[b]thiophene). RXN SMILES: [CH2:1]([O:5][C:6]([C:8]1[S:12][C:11]2[CH:13]=[CH:14][C:15]([OH:17])=[CH:16][C:10]=2[C:9]=1[O:18][C:19](=[O:24])[C:20]([CH3:23])([CH3:22])[CH3:21])=[O:7])[CH2:2][CH2:3][CH3:4].[CH2:25]([O:27][C:28](=[O:31])[CH2:29]Br)[CH3:26].C([O-])([O-])=O.[K+].[K+]>CC(C)=O>[CH2:1]([O:5][C:6]([C:8]1[S:12][C:11]2[CH:13]=[CH:14][C:15]([O:17][CH2:29][C:28]([O:27][CH2:25][CH3:26])=[O:31])=[CH:16][C:10]=2[C:9]=1[O:18][C:19](=[O:24])[C:20]([CH3:23])([CH3:22])[CH3:21])=[O:7])[CH2:2][CH2:3][CH3:4] |f:2.3.4|. Procedure: 3.50 g (10 mmol) VII, 2.22 ml (20 mmol) bromoacetic acid ethyl ester and 2.48 g (25 mmol) K2CO3 were heated under reflux for 5 h in 250 ml acetone. The reaction mixture was filtered. The filtrate was freed from the solvent. After recrystallization from n-hexane, VIII was obtained in a yield of 4.00 g (9.2 mmol, 92%). The reactants are CC(C)(C)OC(=O)N1CCC2(CC1)CN(C1CCc3cc(Br)ccc31)C2, CC(=O)[O-], Clc1ncccn1, [K+], [K+], [K+], O=C([O-])[O-], C1COCCO1. Product: CC(C)(C)OC(=O)N1CCC2(CC1)CN(C1CCc3cc(-c4ncccn4)ccc31)C2. RXN SMILES: [C:1]([CH3:2])([CH3:3])([CH3:4])[O:5][C:6](=[O:7])[N:8]1[CH2:9][CH2:10][C:11]2([CH2:12][N:13]([CH:15]3[CH2:16][CH2:17][c:18]4[cH:19][c:20]([Br:24])[cH:21][cH:22][c:23]43)[CH2:14]2)[CH2:25][CH2:26]1.[CH3:28][C:29](=[O:30])[O-:31].[Cl:32][c:33]1[n:34][cH:35][cH:36][cH:37][n:38]1.[K+:27].[K+:39].[K+:40].[O-:41][C:42]([O-:43])=[O:44].[O:45]1[CH2:46][CH2:47][O:48][CH2:49][CH2:50]1>>[C:1]([CH3:2])([CH3:3])([CH3:4])[O:5][C:6](=[O:7])[N:8]1[CH2:9][CH2:10][C:11]2([CH2:12][N:13]([CH:15]3[CH2:16][CH2:17][c:18]4[cH:19][c:20](-[c:33]5[n:34][cH:35][cH:36][cH:37][n:38]5)[cH:21][cH:22][c:23]43)[CH2:14]2)[CH2:25][CH2:26]1. Starting materials: C1(=CC=CC=C1)N1N=C(C=C1CCC)CCC=O (3-(1-phenyl-5-propyl-1H-pyrazol-3-yl)propanal), [BH-](OC(=O)C)(OC(=O)C)OC(=O)C.[Na+] (NaBH(OAc)3), ClC1=CC=C(C=C1)N1CCNCC1 (1-(4-chlorophenyl)piperazine), CCN(C(C)C)C(C)C (DIPEA). Yields the product ClC1=CC=C(C=C1)N1CCN(CC1)CCCC1=NN(C(=C1)CCC)C1=CC=CC=C1 (1-(4-chlorophenyl)-4-(3-(1-phenyl-5-propyl-1H-pyrazol-3-yl)propyl)piperazine). As a reaction SMILES: [C:1]1([N:7]2[C:11]([CH2:12][CH2:13][CH3:14])=[CH:10][C:9]([CH2:15][CH2:16][CH:17]=O)=[N:8]2)[CH:6]=[CH:5][CH:4]=[CH:3][CH:2]=1.[Cl:19][C:20]1[CH:25]=[CH:24][C:23]([N:26]2[CH2:31][CH2:30][NH:29][CH2:28][CH2:27]2)=[CH:22][CH:21]=1.CCN(C(C)C)C(C)C.[BH-](OC(C)=O)(OC(C)=O)OC(C)=O.[Na+]>>[Cl:19][C:20]1[CH:21]=[CH:22][C:23]([N:26]2[CH2:31][CH2:30][N:29]([CH2:17][CH2:16][CH2:15][C:9]3[CH:10]=[C:11]([CH2:12][CH2:13][CH3:14])[N:7]([C:1]4[CH:6]=[CH:5][CH:4]=[CH:3][CH:2]=4)[N:8]=3)[CH2:28][CH2:27]2)=[CH:24][CH:25]=1 |f:3.4|. Procedure: 69 mg (45%) of target compound was obtained by using a method same as in Example 1 by using 3-(1-phenyl-5-propyl-1H-pyrazol-3-yl)propanal (80 mg, 0.330 mmol), 1-(4-chlorophenyl)piperazine (89 mg, 0.330 mmol), DIPEA (0.090 mL, 0.495 mmol) and NaBH(OAc)3 (210 mg, 0.990 mmol). The reactants are CC(=O)OCCCCCBr, O=C([O-])[O-], CC#N, O=Cc1ccccc1O, [K+], [K+]. Yields the product CC(=O)OCCCCCOc1ccccc1C=O. RXN SMILES: [C:10]([CH3:11])(=[O:12])[O:13][CH2:14][CH2:15][CH2:16][CH2:17][CH2:18][Br:19].[C:20](=[O:21])([O-:22])[O-:23].[CH3:26][C:27]#[N:28].[CH:1](=[O:2])[c:3]1[cH:4][cH:5][cH:6][cH:7][c:8]1[OH:9].[K+:24].[K+:25]>>[CH:1](=[O:2])[c:3]1[cH:4][cH:5][cH:6][cH:7][c:8]1[O:9][CH2:18][CH2:17][CH2:16][CH2:15][CH2:14][O:13][C:10]([CH3:11])=[O:12].